Dataset: the Open Reaction Database (ORD), a public repository of structured organic reaction records. Task: describe an organic reaction: reactants, conditions, products, and yield Reactants: C1CCOC1, CCO, Cl, [Na+], [OH-], O, CCOC(=O)C1CCCN1Cc1ccccc1. Product: Cl, O=C(O)C1CCCN1Cc1ccccc1. Reaction SMILES: [CH2:21]1[O:22][CH2:23][CH2:24][CH2:25]1.[CH3:26][CH2:27][OH:28].[ClH:20].[Na+:19].[OH-:18].[OH2:29].[c:1]1([CH2:7][N:8]2[CH:9]([C:10](=[O:11])[O:12][CH2:13][CH3:14])[CH2:15][CH2:16][CH2:17]2)[cH:2][cH:3][cH:4][cH:5][cH:6]1>>[ClH:20].[c:1]1([CH2:7][N:8]2[CH:9]([C:10](=[O:11])[OH:12])[CH2:15][CH2:16][CH2:17]2)[cH:2][cH:3][cH:4][cH:5][cH:6]1.